This data is from the Open Reaction Database (ORD), a public repository of structured organic reaction records. The task is: describe an organic reaction: reactants, conditions, products, and yield Reactants: O=C([O-])[O-], Cc1ccccc1, COc1ccc2c(Cl)c(F)cnc2c1, [Cs+], [Cs+], OCc1nnc2ccc(-c3ccccc3)nn12. Yields the product COc1ccc2c(OCc3nnc4ccc(-c5ccccc5)nn34)c(F)cnc2c1. As a reaction SMILES: [C:32](=[O:33])([O-:34])[O-:35].[CH3:38][c:39]1[cH:40][cH:41][cH:42][cH:43][cH:44]1.[Cl:18][c:19]1[c:20]([F:31])[cH:21][n:22][c:23]2[cH:24][c:25]([O:29][CH3:30])[cH:26][cH:27][c:28]12.[Cs+:36].[Cs+:37].[c:1]1(-[c:7]2[cH:8][cH:9][c:10]3[n:11]([n:12]2)[c:13]([CH2:16][OH:17])[n:14][n:15]3)[cH:2][cH:3][cH:4][cH:5][cH:6]1>>[c:1]1(-[c:7]2[cH:8][cH:9][c:10]3[n:11]([n:12]2)[c:13]([CH2:16][O:17][c:19]2[c:20]([F:31])[cH:21][n:22][c:23]4[cH:24][c:25]([O:29][CH3:30])[cH:26][cH:27][c:28]24)[n:14][n:15]3)[cH:2][cH:3][cH:4][cH:5][cH:6]1. The reactants are CC(=O)[O-], CC(=O)O, CCc1cc(Cl)nnc1Cc1ccc(F)c(C(=O)N2CCC[NH2+]CC2)c1, O=C([O-])C(F)(F)F, [Na+]. Product: O=C([O-])C(F)(F)F, CCc1cc(=O)[nH]nc1Cc1ccc(F)c(C(=O)N2CCC[NH2+]CC2)c1. As a reaction SMILES: [C:34]([O-:35])(=[O:36])[CH3:37].[C:39]([OH:40])(=[O:41])[CH3:42].[Cl:8][c:9]1[cH:10][c:11]([CH2:32][CH3:33])[c:12]([CH2:15][c:16]2[cH:17][cH:18][c:19]([F:31])[c:20]([C:21](=[O:22])[N:23]3[CH2:24][CH2:25][NH2+:26][CH2:27][CH2:28][CH2:29]3)[cH:30]2)[n:13][n:14]1.[F:1][C:2]([C:3](=[O:4])[O-:5])([F:6])[F:7].[Na+:38]>>[F:1][C:2]([C:3](=[O:4])[O-:5])([F:6])[F:7].[c:9]1(=[O:36])[cH:10][c:11]([CH2:32][CH3:33])[c:12]([CH2:15][c:16]2[cH:17][cH:18][c:19]([F:31])[c:20]([C:21](=[O:22])[N:23]3[CH2:24][CH2:25][NH2+:26][CH2:27][CH2:28][CH2:29]3)[cH:30]2)[n:13][nH:14]1. The reactants are CO (MeOH), CO (MeOH), ClC=1C=CC(=C(C1)C1=NN(C=C1NC(=O)C=1C=NN2C1N=CC=C2)CC(=O)N2C[C@@H]1CNC[C@@H]1C2)OC(F)F (cis-pyrazolo[1,5-a]pyrimidine-3-carboxylic acid {3-(5-chloro-2-difluoromethoxyphenyl)-1-[2-(hexahydropyrrolo[3,4-c]pyrrol-2-yl)-2-oxoethyl]-1H-pyrazol-4-yl}amide), C1(CC1)C=O (cyclopropanecarbaldehyde), [BH4-].[Na+] (sodium borohydride). Run in FC(CO)(F)F (2,2,2-trifluoroethanol). Conditions: time 15 minute. The product is ClC=1C=CC(=C(C1)C1=NN(C=C1NC(=O)C=1C=NN2C1N=CC=C2)CC(=O)N2C[C@@H]1CN(C[C@@H]1C2)CC2CC2)OC(F)F (Cis-pyrazolo[1,5-a]pyrimidine-3-carboxylic acid {3-(5-chloro-2-difluoromethoxyphenyl)-1-[2-(5-cyclopropylmethylhexahydropyrrolo[3,4-c]pyrrol-2-yl)-2-oxoethyl]-1H-pyrazol-4-yl}amide). RXN SMILES: [Cl:1][C:2]1[CH:3]=[CH:4][C:5]([O:36][CH:37]([F:39])[F:38])=[C:6]([C:8]2[C:12]([NH:13][C:14]([C:16]3[CH:17]=[N:18][N:19]4[CH:24]=[CH:23][CH:22]=[N:21][C:20]=34)=[O:15])=[CH:11][N:10]([CH2:25][C:26]([N:28]3[CH2:35][C@@H:34]4[C@@H:30]([CH2:31][NH:32][CH2:33]4)[CH2:29]3)=[O:27])[N:9]=2)[CH:7]=1.[CH:40]1([CH:43]=O)[CH2:42][CH2:41]1.[BH4-].[Na+].CO>FC(F)(F)CO>[Cl:1][C:2]1[CH:3]=[CH:4][C:5]([O:36][CH:37]([F:39])[F:38])=[C:6]([C:8]2[C:12]([NH:13][C:14]([C:16]3[CH:17]=[N:18][N:19]4[CH:24]=[CH:23][CH:22]=[N:21][C:20]=34)=[O:15])=[CH:11][N:10]([CH2:25][C:26]([N:28]3[CH2:29][C@@H:30]4[C@@H:34]([CH2:33][N:32]([CH2:43][CH:40]5[CH2:42][CH2:41]5)[CH2:31]4)[CH2:35]3)=[O:27])[N:9]=2)[CH:7]=1 |f:2.3|. Reported procedure: To a solution of cis-pyrazolo[1,5-a]pyrimidine-3-carboxylic acid {3-(5-chloro-2-difluoromethoxyphenyl)-1-[2-(hexahydropyrrolo[3,4-c]pyrrol-2-yl)-2-oxoethyl]-1H-pyrazol-4-yl}amide (100 mg, 0.18 mmol) in 2,2,2-trifluoroethanol (3 mL) was added cyclopropanecarbaldehyde (67 μL, 0.90 mmol). After stirring at room temperature for 15 minutes, sodium borohydride (21 mg, 0.54 mmol) was added and the reaction was heated at 90° C. for 2 hours. MeOH was added to quench the reaction and the mixture was loade... Starting materials: BrC1=CC=C(C=C1)C1=C(C(=NO1)C)CSCCC1=CC=CC=C1 (5-(4-bromo-phenyl)-3-methyl-4-phenethylsulfanylmethyl-isoxazole), C(C)OC(C(CC1=CC=CC=C1)C1=CC=C(C=C1)B1OC(C(O1)(C)C)(C)C)=O (3-phenyl-2-[4-(4,4,5,5-tetramethyl-[1,3,2]dioxaborolan-2-yl)-phenyl]-propionic acid ethyl ester). Product: C(C)OC(C(CC1=CC=CC=C1)C1=CC=C(C=C1)C1=CC=C(C=C1)C1=C(C(=NO1)C)CSCCC1=CC=CC=C1)=O (2-[4′-(3-Methyl-4-phenethylsulfanylmethyl-isoxazol-5-yl)-biphenyl-4-yl]-3-phenyl-propionic acid ethyl ester). RXN SMILES: Br[C:2]1[CH:7]=[CH:6][C:5]([C:8]2[O:12][N:11]=[C:10]([CH3:13])[C:9]=2[CH2:14][S:15][CH2:16][CH2:17][C:18]2[CH:23]=[CH:22][CH:21]=[CH:20][CH:19]=2)=[CH:4][CH:3]=1.[CH2:24]([O:26][C:27](=[O:51])[CH:28]([C:36]1[CH:41]=[CH:40][C:39](B2OC(C)(C)C(C)(C)O2)=[CH:38][CH:37]=1)[CH2:29][C:30]1[CH:35]=[CH:34][CH:33]=[CH:32][CH:31]=1)[CH3:25]>>[CH2:24]([O:26][C:27](=[O:51])[CH:28]([C:36]1[CH:41]=[CH:40][C:39]([C:2]2[CH:7]=[CH:6][C:5]([C:8]3[O:12][N:11]=[C:10]([CH3:13])[C:9]=3[CH2:14][S:15][CH2:16][CH2:17][C:18]3[CH:23]=[CH:22][CH:21]=[CH:20][CH:19]=3)=[CH:4][CH:3]=2)=[CH:38][CH:37]=1)[CH2:29][C:30]1[CH:31]=[CH:32][CH:33]=[CH:34][CH:35]=1)[CH3:25]. Procedure details: Prepared according to the procedure described in Example 3, Step 5, using 5-(4-bromo-phenyl)-3-methyl-4-phenethylsulfanylmethyl-isoxazole and 3-phenyl-2-[4-(4,4,5,5-tetramethyl-[1,3,2]dioxaborolan-2-yl)-phenyl]-propionic acid ethyl ester. The reactants are oil, O1CCCC1 (Tetrahydrofuran), [H-].[Na+] (Sodium hydride), [H][H] (hydrogen), C1CCOC1 (THF), C(C)OC(COC1=C(C=CC(=C1)OC)C(C)=O)=O ((2-acetyl-5-methoxy-phenoxy)-acetic acid ethyl ester), O1CCCC1 (tetrahydrofuran), C(#N)CP(OCC)(OCC)=O (diethyl cyanomethylphosphonate), ice water. Reaction conditions: temperature 0 celsius, time 2 hour. The product is C(C)OC(COC1=C(C=CC(=C1)OC)C(=CC#N)C)=O ([2-(-2-Cyano-1-methyl-vinyl)-5-methoxy-phenoxy]-acetic acid ethyl ester). Reaction SMILES: [H-].[Na+].[C:3](CP(=O)(OCC)OCC)#[N:4].[H][H].[CH2:16]([O:18][C:19](=[O:33])[CH2:20][O:21][C:22]1[CH:27]=[C:26]([O:28][CH3:29])[CH:25]=[CH:24][C:23]=1[C:30](=O)[CH3:31])[CH3:17].[CH2:34]1COCC1>>[CH2:16]([O:18][C:19](=[O:33])[CH2:20][O:21][C:22]1[CH:27]=[C:26]([O:28][CH3:29])[CH:25]=[CH:24][C:23]=1[C:30]([CH3:34])=[CH:31][C:3]#[N:4])[CH3:17] |f:0.1|. Procedure details: To a slurry of Sodium hydride, 60% disp. in mineral oil (7.44 g, 0.186 mol) in Tetrahydrofuran (200 mL, 2 mol) was added and a solution of diethyl cyanomethylphosphonate (30.0 mL, 0.186 mol) in THF (50 mL) slowly, hydrogen was released. After addition and 10 minutes at RT the reaction was cooled at 0° C. and a mixture of (2-acetyl-5-methoxy-phenoxy)-acetic acid ethyl ester (44.6 g, 0.177 mol) in tetrahydrofuran (150 mL) was added dropwise. After 2 hr at 0° C., the reaction was transferred into i... The product is CN(C)CC#CC1=CC2=C(SC3=C1C=C(C=C3)Cl)C=CC=C2 (N,N-dimethyl-3-[8-chloro-dibenzo[b,f]thiepin-10-yl]-2-propynylamine). As a reaction SMILES: [C:1]([C:3]1[C:9]2[CH:10]=[C:11]([Cl:14])[CH:12]=[CH:13][C:8]=2[S:7][C:6]2[CH:15]=[CH:16][CH:17]=[CH:18][C:5]=2[CH:4]=1)#[CH:2].C=O.[CH3:21][NH:22][CH3:23].[CH3:24]S(O)(=O)=O>O1CCOCC1.C([O-])(=O)C.[Cu+2].C([O-])(=O)C>[CH3:21][N:22]([CH2:24][C:2]#[C:1][C:3]1[C:9]2[CH:10]=[C:11]([Cl:14])[CH:12]=[CH:13][C:8]=2[S:7][C:6]2[CH:15]=[CH:16][CH:17]=[CH:18][C:5]=2[CH:4]=1)[CH3:23] |f:5.6.7|. Reagents/catalysts: C(C)(=O)[O-].[Cu+2].C(C)(=O)[O-] (copper (II) acetate). Reported procedure: A solution of 5.1 g. of 10-ethynyl-8-chloro-dibenzo[b,f]-thiepin in 40 ml. of absolute dioxane is treated with 630 mg. of paraformaldehyde, 4.5 ml. of a 6-M solution of dimethylamine in dioxane and 200 mg. of copper (II) acetate. The mixture is heated at 100° C. in a well-sealed flask for 2 hours. After cooling, the mixture is poured onto ice and then acidified with 3-N methanesulfonic acid. The neutral products are removed by extraction with ether. The aqueous phase is made alkaline with ammoni... Solvent: O1CCOCC1 (dioxane), O1CCOCC1 (dioxane). Starting materials: C(#C)C1=CC2=C(SC3=C1C=C(C=C3)Cl)C=CC=C2 (10-ethynyl-8-chloro-dibenzo[b,f]-thiepin), CS(=O)(=O)O (methanesulfonic acid), 3-N, C=O (paraformaldehyde), CNC (dimethylamine). Reaction conditions: temperature 100 celsius.